This data is from the Open Reaction Database (ORD), a public repository of structured organic reaction records. The task is: describe an organic reaction: reactants, conditions, products, and yield Starting materials: N(=NC(=O)OC(C)C)C(=O)OC(C)C (diisopropyl azodicarboxylate), OCC1=NC=C(C(=O)N)C=C1 (6-(hydroxymethyl)nicotinamide), C1(=CC=CC=C1)P(C1=CC=CC=C1)C1=CC=CC=C1 (triphenylphosphine), ON1C(C=2C(C1=O)=CC=CC2)=O (N-hydroxyphthalimide). Run in C(C)(=O)OCC (ethyl acetate), O (water), C1CCOC1 (THF). Reaction conditions: time 8 hour. The product is O=C1N(C(C2=CC=CC=C12)=O)OCC1=NC=C(C(=O)N)C=C1 (6-{[(1,3-dioxo-1,3-dihydro-2H-isoindo1-2-yl)oxy]methyl}nicotinamide). Isolated yield 47.7%. As a reaction SMILES: [OH:1][CH2:2][C:3]1[CH:11]=[CH:10][C:6]([C:7]([NH2:9])=[O:8])=[CH:5][N:4]=1.C1(P(C2C=CC=CC=2)C2C=CC=CC=2)C=CC=CC=1.O[N:32]1[C:36](=[O:37])[C:35]2=[CH:38][CH:39]=[CH:40][CH:41]=[C:34]2[C:33]1=[O:42].N(C(OC(C)C)=O)=NC(OC(C)C)=O>O.C(OCC)(=O)C.C1COCC1>[O:42]=[C:33]1[C:34]2[C:35](=[CH:38][CH:39]=[CH:40][CH:41]=2)[C:36](=[O:37])[N:32]1[O:1][CH2:2][C:3]1[CH:11]=[CH:10][C:6]([C:7]([NH2:9])=[O:8])=[CH:5][N:4]=1. Procedure: To a mixture of 313 mg of 6-(hydroxymethyl)nicotinamide, 540 mg of triphenylphosphine, 503 mg of N-hydroxyphthalimide, and 4.7 ml of THF was added dropwise 0.53 ml of diisopropyl azodicarboxylate, followed by stirring overnight. After concentration, the solid thus produced was suspended in water, and ethyl acetate was added thereto. After stirring for 30 minutes, the solid was collected by filtration to obtain 292 mg of 6-{[(1,3-dioxo-1,3-dihydro-2H-isoindo1-2-yl)oxy]methyl}nicotinamide. The reactants are N[C@H](CC(=O)O)C(=O)O (D-Aspartic acid), COC1=CC=C(C=C1)S(=O)(=O)Cl (4-methoxyphenylsulfonyl chloride). The solvent is [OH-].[Na+] (NaOH). Run at temperature 70 celsius, time 5 hour. The product is N[C@@H](CC(=O)O)C(=O)O (aspartic acid). As a reaction SMILES: [NH2:1][C@@H:2]([C:7]([OH:9])=[O:8])[CH2:3][C:4]([OH:6])=[O:5].COC1C=CC(S(Cl)(=O)=O)=CC=1>[OH-].[Na+]>[NH2:1][C@H:2]([C:7]([OH:9])=[O:8])[CH2:3][C:4]([OH:6])=[O:5] |f:2.3|. Procedure: D-Aspartic acid (2.66 g) is suspended in 2N NaOH (30 mL) and 4-methoxyphenylsulfonyl chloride (4.12 g) is added. The mixture is stirred at 70° C. for 5 hours (clear solution), cooled down to room temperature and extracted with methylene chloride. The aqueous phase, after acidifying with 12N HCl, is extracted with ethyl acetate. The combined organic phases are with brine, dried (Na2SO4) and concentrated under reduced pressure to give N-[4-methoxyphenyl)sulfonyl]-D-aspartic acid as a white solid. Starting materials: CON(C(C1=CC(=CC=C1)NC1=NC=NC(=C1)NC1=CC=C(C=C1)OC1=CC=CC=C1)=O)C (N-methoxy-N-methyl-3-(6-(4-phenoxyphenylamino)pyrimidin-4-ylamino)benzamide), C(#CCC)[Mg]Br (1-butynylmagnesium bromide). Run in C1CCOC1 (THF), C1CCOC1 (THF). Run at time 30 minute. Yields the product O(C1=CC=CC=C1)C1=CC=C(C=C1)NC1=CC(=NC=N1)NC=1C=C(C=CC1)C(C#CC)=O (1-(3-(6-(4-phenoxyphenylamino)pyrimidin-4-ylamino)phenyl)but-2-yn-1-one). RXN SMILES: CON(C)[C:4](=[O:32])[C:5]1[CH:10]=[CH:9][CH:8]=[C:7]([NH:11][C:12]2[CH:17]=[C:16]([NH:18][C:19]3[CH:24]=[CH:23][C:22]([O:25][C:26]4[CH:31]=[CH:30][CH:29]=[CH:28][CH:27]=4)=[CH:21][CH:20]=3)[N:15]=[CH:14][N:13]=2)[CH:6]=1.[C:34]([Mg]Br)#[C:35][CH2:36]C>C1COCC1>[O:25]([C:22]1[CH:23]=[CH:24][C:19]([NH:18][C:16]2[N:15]=[CH:14][N:13]=[C:12]([NH:11][C:7]3[CH:6]=[C:5]([C:4](=[O:32])[C:34]#[C:35][CH3:36])[CH:10]=[CH:9][CH:8]=3)[CH:17]=2)=[CH:20][CH:21]=1)[C:26]1[CH:31]=[CH:30][CH:29]=[CH:28][CH:27]=1. Procedure details: To a stirred solution of N-methoxy-N-methyl-3-(6-(4-phenoxyphenylamino)pyrimidin-4-ylamino)benzamide (50 mg, 0.11 mmol) in THF (0.5 mL) at 0° C. was added a THF solution of 1-butynylmagnesium bromide (1.1 mL, 1.1 mmol). The reaction mixture was allowed to come to rt and was stirred at rt for 30 min. The reaction mixture was quenched with saturated NH4Cl solution (0.5 mL) and was extracted with EtOAc (2×3 mL). The combined EtOAc layer was washed with brine, was dried over anhydrous Na2SO4, was fi...